This data is from the Open Reaction Database (ORD), a public repository of structured organic reaction records. The task is: describe an organic reaction: reactants, conditions, products, and yield Reactants: C(=O)(O)[O-].[Na+] (NaHCO3), C(C)OC=C(C(=O)OCC)C(C1=C(C(=C(C(=C1)F)F)F)F)=O (ethyl 3-ethoxy-2-(2,3,4,5-tetrafluoro-benzoyl)-acrylate), C(Cl)Cl (methylene chloride), Cl.NCCC(=O)OCC (ethyl 3-amino-propionate hydrochloride). Run in O (water), O (water). Conditions: time 3 hour. The product is C(C)OC(=O)CCNC=C(C(=O)OCC)C(C1=C(C(=C(C(=C1)F)F)F)F)=O (Ethyl 3-(2-ethoxycarbonyl-ethylamino)-2-(2,3,4,5-tetrafluoro-benzoyl)acrylate). Reaction SMILES: C(O[CH:4]=[C:5]([C:11](=[O:22])[C:12]1[CH:17]=[C:16]([F:18])[C:15]([F:19])=[C:14]([F:20])[C:13]=1[F:21])[C:6]([O:8][CH2:9][CH3:10])=[O:7])C.C(Cl)Cl.Cl.[NH2:27][CH2:28][CH2:29][C:30]([O:32][CH2:33][CH3:34])=[O:31].C([O-])(O)=O.[Na+]>O>[CH2:33]([O:32][C:30]([CH2:29][CH2:28][NH:27][CH:4]=[C:5]([C:11](=[O:22])[C:12]1[CH:17]=[C:16]([F:18])[C:15]([F:19])=[C:14]([F:20])[C:13]=1[F:21])[C:6]([O:8][CH2:9][CH3:10])=[O:7])=[O:31])[CH3:34] |f:2.3,4.5|. Reported procedure: 6.4 g of ethyl 3-ethoxy-2-(2,3,4,5-tetrafluoro-benzoyl)-acrylate are initially introduced into 30 ml of methylene chloride. A solution of 3.1 g of ethyl 3-amino-propionate hydrochloride in 12 ml of water is added to this. A solution of 1.7 g of NaHCO3 in 20 ml of water is added dropwise to the two-phase mixture with vigorous stirring. After the dropwise addition is complete, the mixture is stirred for a further 3 hours. The phases are then separated, and the organic phase is washed with water an...